From a dataset of the Open Reaction Database (ORD), a public repository of structured organic reaction records. describe an organic reaction: reactants, conditions, products, and yield The reactants are CNC[C@H](O)[C@@H](O)[C@H](O)[C@H](O)CO (N-methyl-D-glucamine), CC(C)(C1=CC=C(C=C1)C(F)(F)F)N(CC1=CC=C(C=C1)C1=NC(=NO1)CCCCCCCCCCC)C(C(=O)O)=O ({{1-methyl-1-[4-(trifluoromethyl)phenyl]ethyl}[4-(3-undecyl-1,2,4-oxadiazol-5-yl)benzyl]amino}(oxo)acetic acid). Product: CNC[C@H](O)[C@@H](O)[C@H](O)[C@H](O)CO.CC(C)(C1=CC=C(C=C1)C(F)(F)F)N(CC1=CC=C(C=C1)C1=NC(=NO1)CCCCCCCCCCC)C(C(=O)O)=O ({{1-methyl-1-[4-(trifluoromethyl)phenyl]ethyl}[4-(3-undecyl-1,2,4-oxadiazol-5-yl)benzyl]amino}(oxo)acetic acid N-methyl-D-glucamine). Yield: 95.0%. Reaction SMILES: [CH3:1][NH:2][CH2:3][C@@H:4]([C@H:6]([C@@H:8]([C@@H:10]([CH2:12][OH:13])[OH:11])[OH:9])[OH:7])[OH:5].[CH3:14][C:15]([N:27]([C:51](=[O:55])[C:52]([OH:54])=[O:53])[CH2:28][C:29]1[CH:34]=[CH:33][C:32]([C:35]2[O:39][N:38]=[C:37]([CH2:40][CH2:41][CH2:42][CH2:43][CH2:44][CH2:45][CH2:46][CH2:47][CH2:48][CH2:49][CH3:50])[N:36]=2)=[CH:31][CH:30]=1)([C:17]1[CH:22]=[CH:21][C:20]([C:23]([F:26])([F:25])[F:24])=[CH:19][CH:18]=1)[CH3:16]>>[CH3:1][NH:2][CH2:3][C@@H:4]([C@H:6]([C@@H:8]([C@@H:10]([CH2:12][OH:13])[OH:11])[OH:9])[OH:7])[OH:5].[CH3:14][C:15]([N:27]([C:51](=[O:55])[C:52]([OH:54])=[O:53])[CH2:28][C:29]1[CH:34]=[CH:33][C:32]([C:35]2[O:39][N:38]=[C:37]([CH2:40][CH2:41][CH2:42][CH2:43][CH2:44][CH2:45][CH2:46][CH2:47][CH2:48][CH2:49][CH3:50])[N:36]=2)=[CH:31][CH:30]=1)([C:17]1[CH:22]=[CH:21][C:20]([C:23]([F:25])([F:26])[F:24])=[CH:19][CH:18]=1)[CH3:16] |f:2.3|. Procedure details: The same procedure as employed in the preparation of Example 2 but using N-methyl-D-glucamine and {{1-methyl-1-[4-(trifluoromethyl)phenyl]ethyl}[4-(3-undecyl-1,2,4-oxadiazol-5-yl)benzyl]amino}(oxo)acetic acid gave the title compound as a white powder (95%). M−(LC/MS(ESI)): 586.3. HPLC (Condition A), Rt: 6.22 min (HPLC purity: 99.9%). Analysis calculated for C32H40F3N3O4.C7H17NO5▪1.5H2O: C, 57.84; H, 7.47; N, 6.92%. Found: C, 57.79; H, 7.46; N, 6.88%.